Dataset: the Open Reaction Database (ORD), a public repository of structured organic reaction records. Task: describe an organic reaction: reactants, conditions, products, and yield Solvent: C(C)(=O)OCC (ethyl acetate), O1CCOCC1 (dioxane). Yields the product BrC1=CC=C(C=C1)C=1C(=CC=CC1)C#N (4′-Bromo-biphenyl-2-carbonitrile). The reactants are IC1=C(C#N)C=CC=C1 (2-iodobenzonitrile), BrC1=CC=C(C=C1)B(O)O (4-bromophenylboronic acid), C([O-])([O-])=O.[Na+].[Na+] (sodium carbonate). The reagents and catalysts are [Pd].C1(=CC=CC=C1)P(C1=CC=CC=C1)C1=CC=CC=C1.C1(=CC=CC=C1)P(C1=CC=CC=C1)C1=CC=CC=C1.C1(=CC=CC=C1)P(C1=CC=CC=C1)C1=CC=CC=C1.C1(=CC=CC=C1)P(C1=CC=CC=C1)C1=CC=CC=C1 (tetrakis(triphenylphosphine)-palladium(0)). Reported procedure: Combine 2-iodobenzonitrile (9.0 g, 38.5 mmol), 4-bromophenylboronic acid (10.4 g, 51.8 mmol), 2M aqueous sodium carbonate (20 mL) and tetrakis(triphenylphosphine)-palladium(0) (4.5 g, 3.9 mmol) in 300 mL of dioxane and heat to 80° C. under nitrogen with stirring. After 3 hours cool to room temperature and dilute with 900 mL of ethyl acetate. Wash with water (2×50 mL), brine (1×50 mL) and dry over sodium sulfate. Filter and evaporate to a yellow solid. Chromatograph on silica gel two times, eluti... As a reaction SMILES: I[C:2]1[CH:9]=[CH:8][CH:7]=[CH:6][C:3]=1[C:4]#[N:5].[Br:10][C:11]1[CH:16]=[CH:15][C:14](B(O)O)=[CH:13][CH:12]=1.C(=O)([O-])[O-].[Na+].[Na+]>O1CCOCC1.C(OCC)(=O)C.[Pd].C1(P(C2C=CC=CC=2)C2C=CC=CC=2)C=CC=CC=1.C1(P(C2C=CC=CC=2)C2C=CC=CC=2)C=CC=CC=1.C1(P(C2C=CC=CC=2)C2C=CC=CC=2)C=CC=CC=1.C1(P(C2C=CC=CC=2)C2C=CC=CC=2)C=CC=CC=1>[Br:10][C:11]1[CH:16]=[CH:15][C:14]([C:2]2[C:3]([C:4]#[N:5])=[CH:6][CH:7]=[CH:8][CH:9]=2)=[CH:13][CH:12]=1 |f:2.3.4,7.8.9.10.11|. Starting materials: CC=1N(C2=CC=C(C=C2C1C)C(N[C@@H](C)C1=CC(=CC=C1)C(=C)C)=O)CC1=CC=C(C=C1)C1(CC1)C(=O)OC ((S)-methyl 1-(4-((2,3-dimethyl-5-((1-(3-(prop-1-en-2-yl)phenyl)ethyl)carbamoyl)-1H-indol-1-yl)methyl)phenyl)cyclopropanecarboxylate). The reagents and catalysts are [Pd] (Pd/C). Solvent: CCO (EtOH). Run at time 5 hour. Yields the product C(C)(C)C=1C=C(C=CC1)[C@H](C)NC(=O)C=1C=C2C(=C(N(C2=CC1)CC1=CC=C(C=C1)C1(CC1)C(=O)OC)C)C ((S)-Methyl 1-(4-((5-((1-(3-isopropylphenyl)ethyl)carbamoyl)-2,3-dimethyl-1H-indol-1-yl)methyl)phenyl)cyclopropanecarboxylate). RXN SMILES: [CH3:1][C:2]1[N:3]([CH2:26][C:27]2[CH:32]=[CH:31][C:30]([C:33]3([C:36]([O:38][CH3:39])=[O:37])[CH2:35][CH2:34]3)=[CH:29][CH:28]=2)[C:4]2[C:9]([C:10]=1[CH3:11])=[CH:8][C:7]([C:12](=[O:25])[NH:13][C@H:14]([C:16]1[CH:21]=[CH:20][CH:19]=[C:18]([C:22]([CH3:24])=[CH2:23])[CH:17]=1)[CH3:15])=[CH:6][CH:5]=2>CCO.[Pd]>[CH:22]([C:18]1[CH:17]=[C:16]([C@@H:14]([NH:13][C:12]([C:7]2[CH:8]=[C:9]3[C:4](=[CH:5][CH:6]=2)[N:3]([CH2:26][C:27]2[CH:28]=[CH:29][C:30]([C:33]4([C:36]([O:38][CH3:39])=[O:37])[CH2:35][CH2:34]4)=[CH:31][CH:32]=2)[C:2]([CH3:1])=[C:10]3[CH3:11])=[O:25])[CH3:15])[CH:21]=[CH:20][CH:19]=1)([CH3:24])[CH3:23]. Reported procedure: To a solution of (S)-methyl 1-(4-((2,3-dimethyl-5-((1-(3-(prop-1-en-2-yl)phenyl)ethyl)carbamoyl)-1H-indol-1-yl)methyl)phenyl)cyclopropanecarboxylate in EtOH (5 mL) was added Pd/C 10%. The resulting mixture was stirred for 5 h under hydrogen atmosphere. The solution was then filtered and concentrated to afford a yellow oil which was directly used without further purification. ESI-MS (m/z): 523 [MH]+ The reactants are CCNCCO, CN(C)C=O, Cl, O=[N+]([O-])c1ccc(F)cc1, [H-], [Na+]. Product: CCNCCOc1ccc([N+](=O)[O-])cc1. As a reaction SMILES: [CH2:1]([CH3:2])[NH:3][CH2:4][CH2:5][OH:6].[CH3:20][N:21]([CH3:22])[CH:23]=[O:24].[ClH:19].[F:9][c:10]1[cH:11][cH:12][c:13]([N+:16](=[O:17])[O-:18])[cH:14][cH:15]1.[H-:7].[Na+:8]>>[CH2:1]([CH3:2])[NH:3][CH2:4][CH2:5][O:6][c:10]1[cH:11][cH:12][c:13]([N+:16](=[O:17])[O-:18])[cH:14][cH:15]1. The reactants are CC=1C([C@H]2N(C1C(=O)OC(C1=CC=CC=C1)C1=CC=CC=C1)C(C2NC(COC2=CC=CC=C2)=O)=O)=O (benzhydryl 2-methyl-1-oxo-6-(2-phenoxyacetamido)carbapen-2-em-3-carboxylate). The reagents and catalysts are [Zn] (zinc). The solvent is C(C)(=O)O (acetic acid). Product: CC1C([C@H]2N(C1C(=O)OC(C1=CC=CC=C1)C1=CC=CC=C1)C(C2NC(COC2=CC=CC=C2)=O)=O)=O (benzhydryl 2-methyl-1-oxo-6-(2-phenoxyacetamido)carbapenam-3-carboxylate). Yield: 50.0%. RXN SMILES: [CH3:1][C:2]1[C:3](=[O:37])[C@@H:4]2[CH:24]([NH:25][C:26](=[O:35])[CH2:27][O:28][C:29]3[CH:34]=[CH:33][CH:32]=[CH:31][CH:30]=3)[C:23](=[O:36])[N:5]2[C:6]=1[C:7]([O:9][CH:10]([C:17]1[CH:22]=[CH:21][CH:20]=[CH:19][CH:18]=1)[C:11]1[CH:16]=[CH:15][CH:14]=[CH:13][CH:12]=1)=[O:8]>[Zn].C(O)(=O)C>[CH3:1][CH:2]1[CH:6]([C:7]([O:9][CH:10]([C:17]2[CH:22]=[CH:21][CH:20]=[CH:19][CH:18]=2)[C:11]2[CH:12]=[CH:13][CH:14]=[CH:15][CH:16]=2)=[O:8])[N:5]2[C:23](=[O:36])[CH:24]([NH:25][C:26](=[O:35])[CH2:27][O:28][C:29]3[CH:34]=[CH:33][CH:32]=[CH:31][CH:30]=3)[C@H:4]2[C:3]1=[O:37]. Procedure details: The pivaloyloxymethyl 2-methyl-6-(5-methyl-3-phenylisoxazole-4-carboxamido)-1-oxocarbapen-2-em-3-carboxylate of Example 35 was reduced with zinc (2.22 g.) in 5.3 ml. of acetic acid-30% tetrahydrofuran, by methods detailed in Example 2, and isolated according to methods detailed in Examples 2 and 32, affording pivaloyloxymethyl 2-methyl-6-(5-methyl-3-phenylisoxazole-4-carboxamido)-1-oxocarbapenam-3-carboxylate [100 mg., 50% over-all; ir (CH2Cl2) 1790, 1750, 1670 cm-1 ]. Reactants: OCC1=CC=C2CCC(NC2=C1)=O (7-(hydroxymethyl)-3,4-dihydroquinolin-2(1H)-one), C(C)(=O)O (acetic acid), Br (hydrogen bromide). Reaction conditions: time 30 minute. Product: BrCC1=CC=C2CCC(NC2=C1)=O (7-bromomethyl-3,4-dihydro-1H-quinolin-2-one). As a reaction SMILES: O[CH2:2][C:3]1[CH:12]=[C:11]2[C:6]([CH2:7][CH2:8][C:9](=[O:13])[NH:10]2)=[CH:5][CH:4]=1.C(O)(=O)C.[BrH:18]>>[Br:18][CH2:2][C:3]1[CH:12]=[C:11]2[C:6]([CH2:7][CH2:8][C:9](=[O:13])[NH:10]2)=[CH:5][CH:4]=1. Reported procedure: 500 mg of 7-(hydroxymethyl)-3,4-dihydroquinolin-2(1H)-one (2.82 mmol, 1 eq.) were dissolved in 1.77 ml of 33% hydrogen bromide in glacial acetic acid (31.0 mmol, 11 eq.) under nitrogen atmosphere and stirred at room temperature for 30 minutes. The reaction mixture was partitioned between aq. saturated sodium hydrogen carbonate solution and dichloromethane/isopropanol 4+1. The aqueous layer was extracted three times with dichloromethane/isopropanol 4+1. The combined organic layers were washed wit... Starting materials: COC1=C(C(=CC=C1)[N+](=O)[O-])NC(CN1CCOCC1)=O (N-(2-Methoxy-6-nitrophenyl)-2-morpholin-4-ylacetamide), [H-].[Al+3].[Li+].[H-].[H-].[H-] (lithium aluminum hydride), [OH-].[Na+] (sodium hydroxide), O (water), O (water). The solvent is C(C)(=O)OCC (ethyl acetate), C1CCOC1 (THF), C1CCOC1 (THF). Product: COC1=C(C(=CC=C1)N)NCCN1CCOCC1 (3-Methoxy-N2-(2-morpholin-4-ylethyl)benzene-1,2-diamine). The yield is 43.2%. RXN SMILES: [H-].[Al+3].[Li+].[H-].[H-].[H-].[CH3:7][O:8][C:9]1[CH:14]=[CH:13][CH:12]=[C:11]([N+:15]([O-])=O)[C:10]=1[NH:18][C:19](=O)[CH2:20][N:21]1[CH2:26][CH2:25][O:24][CH2:23][CH2:22]1.O.[OH-].[Na+]>C1COCC1.C(OCC)(=O)C>[CH3:7][O:8][C:9]1[CH:14]=[CH:13][CH:12]=[C:11]([NH2:15])[C:10]=1[NH:18][CH2:19][CH2:20][N:21]1[CH2:26][CH2:25][O:24][CH2:23][CH2:22]1 |f:0.1.2.3.4.5,8.9|. Procedure: To a suspension of lithium aluminum hydride (5.2 g, 136 mmol) in THF (35 mL) was added a solution of N-(2-methoxy-6-nitrophenyl)-2-morpholin-4-ylacetamide (Step 2, 6.7 g, 23 mmol) in THF (40 mL) at 0° C. and stirred at reflux for 2 h. Then to this mixture was added water (5.2 mL) followed by addition of 15% sodium hydroxide (5.2 mL), water (15.6 mL) at 0° C. The mixture was diluted with ethyl acetate (100 mL) and stirred for 3 h at rt. The resultant mixture was filtered and concentrated in vacuo... The reactants are CO, [Na], Sc1ccccc1, Oc1nc(Cl)n(-c2ccccn2)n1. Product: Oc1nc(Sc2ccccc2)n(-c2ccccn2)n1. RXN SMILES: [CH3:22][OH:23].[Na:1].[SH:2][c:3]1[cH:4][cH:5][cH:6][cH:7][cH:8]1.[n:9]1[c:10](-[n:15]2[n:16][c:17]([OH:21])[n:18][c:19]2[Cl:20])[cH:11][cH:12][cH:13][cH:14]1>>[S:2]([c:3]1[cH:4][cH:5][cH:6][cH:7][cH:8]1)[c:19]1[n:15](-[c:10]2[n:9][cH:14][cH:13][cH:12][cH:11]2)[n:16][c:17]([OH:21])[n:18]1. Reactants: CC(=O)CCCCCC(=O)NC(C)C(=O)NC(CCC(=O)OCc1ccccc1)C(N)=O, CO, [H][H]. The product is CC(=O)CCCCCC(=O)NC(C)C(=O)NC(CCC(=O)O)C(N)=O. RXN SMILES: [CH2:1]([c:2]1[cH:3][cH:4][cH:5][cH:6][cH:7]1)[O:8][C:9]([CH2:10][CH2:11][CH:12]([NH:13][C:14]([CH:15]([NH:16][C:17]([CH2:18][CH2:19][CH2:20][CH2:21][CH2:22][C:23]([CH3:24])=[O:25])=[O:26])[CH3:27])=[O:28])[C:29]([NH2:30])=[O:31])=[O:32].[CH3:35][OH:36].[H:33][H:34]>>[O:8]=[C:9]([CH2:10][CH2:11][CH:12]([NH:13][C:14]([CH:15]([NH:16][C:17]([CH2:18][CH2:19][CH2:20][CH2:21][CH2:22][C:23]([CH3:24])=[O:25])=[O:26])[CH3:27])=[O:28])[C:29]([NH2:30])=[O:31])[OH:32].